From a dataset of the Open Reaction Database (ORD), a public repository of structured organic reaction records. describe an organic reaction: reactants, conditions, products, and yield Product: COC(=O)c1cccc(NC(=O)C(=O)NN)c1. Reactants: COC(=O)C(=O)Nc1cccc(C(=O)OC)c1, CO, NN, O. Reaction SMILES: [CH3:1][O:2][C:3]([C:4](=[O:5])[NH:6][c:7]1[cH:8][c:9]([C:10](=[O:11])[O:12][CH3:13])[cH:14][cH:15][cH:16]1)=[O:17].[CH3:21][OH:22].[NH2:19][NH2:20].[OH2:18]>>[O:2]=[C:3]([C:4](=[O:5])[NH:6][c:7]1[cH:8][c:9]([C:10](=[O:11])[O:12][CH3:13])[cH:14][cH:15][cH:16]1)[NH:19][NH2:20]. Reaction SMILES: [Br:1][c:2]1[cH:3][cH:4][cH:5][c:6]2[n:7]1[n:8][c:9]([NH:11][C:12]([c:13]1[cH:14][n:15][cH:16][cH:17][cH:18]1)=[O:19])[n:10]2.[NH2:20][CH:21]1[CH2:22][CH2:23][N:24]([CH3:27])[CH2:25][CH2:26]1>>[c:2]1([NH:20][CH:21]2[CH2:22][CH2:23][N:24]([CH3:27])[CH2:25][CH2:26]2)[cH:3][cH:4][cH:5][c:6]2[n:7]1[n:8][c:9]([NH:11][C:12]([c:13]1[cH:14][n:15][cH:16][cH:17][cH:18]1)=[O:19])[n:10]2. Yields the product CN1CCC(Nc2cccc3nc(NC(=O)c4cccnc4)nn23)CC1. The reactants are O=C(Nc1nc2cccc(Br)n2n1)c1cccnc1, CN1CCC(N)CC1.